Dataset: the Open Reaction Database (ORD), a public repository of structured organic reaction records. Task: describe an organic reaction: reactants, conditions, products, and yield The reactants are CC(C)(C)OC(=O)c1ccc(NC2CCNCC2)cc1, CCCCCO, COc1cc2nc(Cl)nc(Nc3ccc(C)cc3)c2cc1OC. The product is COc1cc2nc(N3CCC(Nc4ccc(C(=O)OC(C)(C)C)cc4)CC3)nc(Nc3ccc(C)cc3)c2cc1OC. Reaction SMILES: [C:24]([CH3:25])([CH3:26])([CH3:27])[O:28][C:29]([c:30]1[cH:31][cH:32][c:33]([NH:36][CH:37]2[CH2:38][CH2:39][NH:40][CH2:41][CH2:42]2)[cH:34][cH:35]1)=[O:43].[CH2:44]([OH:45])[CH2:46][CH2:47][CH2:48][CH3:49].[Cl:1][c:2]1[n:3][c:4]2[cH:5][c:6]([O:22][CH3:23])[c:7]([O:20][CH3:21])[cH:8][c:9]2[c:10]([NH:12][c:13]2[cH:14][cH:15][c:16]([CH3:19])[cH:17][cH:18]2)[n:11]1>>[c:2]1([N:40]2[CH2:39][CH2:38][CH:37]([NH:36][c:33]3[cH:32][cH:31][c:30]([C:29]([O:28][C:24]([CH3:25])([CH3:26])[CH3:27])=[O:43])[cH:35][cH:34]3)[CH2:42][CH2:41]2)[n:3][c:4]2[cH:5][c:6]([O:22][CH3:23])[c:7]([O:20][CH3:21])[cH:8][c:9]2[c:10]([NH:12][c:13]2[cH:14][cH:15][c:16]([CH3:19])[cH:17][cH:18]2)[n:11]1. The reactants are NC=1C2=C(N=CN1)N(C=C2)[C@H]2[C@](O)([C@H](OCC1=C(C=C(C=C1)Cl)Cl)[C@H](O2)COCC2=C(C=C(C=C2)Cl)Cl)C=C (4-Amino-7-[3,5-bis-O-(2,4-dichlorophenylmethyl)-2-C-vinyl-β-D-ribofuranosyl]-7H-pyrrolo[2,3-d]pyrimidine), B(Cl)(Cl)Cl (boron trichloride). The solvent is ClCCl (dichloromethane). Reaction conditions: temperature -78 celsius, time 2.5 hour. Yields the product NC=1C2=C(N=CN1)N(C=C2)[C@H]2[C@](O)([C@H](O)[C@H](O2)CO)C=C (4-Amino-7-(2-C-vinyl-β-D-ribofuranosyl)-7H-pyrrolo[2,3-d]pyrimidine). Yield: 34.8%. As a reaction SMILES: [NH2:1][C:2]1[C:3]2[CH:10]=[CH:9][N:8]([C@@H:11]3[O:26][C@H:25]([CH2:27][O:28]CC4C=CC(Cl)=CC=4Cl)[C@@H:14]([O:15]CC4C=CC(Cl)=CC=4Cl)[C@@:12]3([CH:38]=[CH2:39])[OH:13])[C:4]=2[N:5]=[CH:6][N:7]=1.B(Cl)(Cl)Cl>ClCCl>[NH2:1][C:2]1[C:3]2[CH:10]=[CH:9][N:8]([C@@H:11]3[O:26][C@H:25]([CH2:27][OH:28])[C@@H:14]([OH:15])[C@@:12]3([CH:38]=[CH2:39])[OH:13])[C:4]=2[N:5]=[CH:6][N:7]=1. Procedure: To a solution of the compound from Step C (60 mg) in dichloromethane at −78° C. was added boron trichloride (1M in dichloromethane) dropwise. The mixture was stirred at −78° C. for 2.5 h, then at −30° C. to −20° C. for 3 h. The reaction was quenched by addition of methanol/dichloromethane (1:1) and the resulting mixture stirred at −15° C. for 0.5 h, then neutralized with aqueous ammonia at 0° C. and stirred at room temperature for 15 min. The solid was filtered and washed with methanol/dichlorom... As a reaction SMILES: [CH3:26][OH:27].[Na+:25].[OH-:24].[c:1]1([C:2](=[O:3])[O:9][CH2:10][CH:11]2[O:12][CH2:13][CH2:14][N:15]([C:17](=[O:18])[O:19][C:20]([CH3:21])([CH3:22])[CH3:23])[CH2:16]2)[cH:4][cH:5][cH:6][cH:7][cH:8]1>>[OH:9][CH2:10][CH:11]1[O:12][CH2:13][CH2:14][N:15]([C:17](=[O:18])[O:19][C:20]([CH3:21])([CH3:22])[CH3:23])[CH2:16]1. The reactants are CO, [Na+], [OH-], CC(C)(C)OC(=O)N1CCOC(COC(=O)c2ccccc2)C1. The product is CC(C)(C)OC(=O)N1CCOC(CO)C1. The reactants are C(C)(=O)O[C@H]1[C@H](OC2=CC=C(C=C2)OC)O[C@@H]([C@@H]([C@@H]1OC(C)=O)OC(C)=O)COC(C)=O (p-Methoxyphenyl 2,3,4,6-tetra-O-acetyl-β-D-galactopyranoside), C[O-].[Na+] (sodium methoxide), O([C@H]1[C@H](O)[C@@H](O)[C@@H](O)[C@H](O1)CO)C1=CC=C(C=C1)OC (p-methoxyphenyl β-D-galactopyranoside), C(CCC)[Sn](CCCC)=O (dibutyltin oxide), C(C=C)Br (allyl bromide), C(C=C)Br (allyl bromide). Reagents/catalysts: [I-].C(CCC)[N+](CCCC)(CCCC)CCCC (tetrabutylammonium iodide). Solvent: CO (methanol), CO (methanol). Reaction conditions: temperature 60 celsius, time 5 hour. The product is C(C=C)O[C@@H]1[C@H]([C@H](OC2=CC=C(C=C2)OC)O[C@@H]([C@@H]1O)CO)O (p-Methoxyphenyl 3-O-allyl-β-D-galactopyranoside). Yield: 85.0%. Reaction SMILES: C([O:4][C@@H:5]1[C@@H:19]([O:20][C:21](=O)[CH3:22])[C@@H:18]([O:24]C(=O)C)[C@@H:17]([CH2:28][O:29]C(=O)C)[O:16][C@H:6]1[O:7][C:8]1[CH:13]=[CH:12][C:11]([O:14][CH3:15])=[CH:10][CH:9]=1)(=O)C.C[O-].[Na+].O(C1C=CC(OC)=CC=1)[C@@H:37]1O[C@H](CO)[C@H](O)[C@H](O)[C@H]1O.C([Sn](=O)CCCC)CCC.C(Br)C=C>CO.[I-].C([N+](CCCC)(CCCC)CCCC)CCC>[CH2:21]([O:20][C@H:19]1[C@@H:18]([OH:24])[C@@H:17]([CH2:28][OH:29])[O:16][C@@H:6]([O:7][C:8]2[CH:13]=[CH:12][C:11]([O:14][CH3:15])=[CH:10][CH:9]=2)[C@@H:5]1[OH:4])[CH:22]=[CH2:37] |f:1.2,7.8|. Procedure details: To a solution of 6 (5.25 g, 11.57 mmol) in anhydrous methanol (50 mL) and under nitrogen was added a catalytic amount of sodium methoxide. After 5 hours at room temperature, the reaction mixture was neutralized with resin IR 120 (H+), filtered, and the solvent was evaporated. The resulting p-methoxyphenyl β-D-galactopyranoside 7 was used without any further purification and characterization. Compound 7 (3.24 g, 11.34 mmol) in solution in anhydrous methanol (50 mL) and under nitrogen was reacted ... Starting materials: [OH-].[Na+] (NaOH), C1CCOC1 (THF), ClC=1C=C(C(=O)Cl)C=CC1 (3-chlorobenzoyl chloride), Cl.NC1=C(C=C(O)C=C1)O (4-aminoresorcinol hydrochloride). The solvent is C(C)O (ethanol), O (water). Reaction conditions: time 2 hour. Product: ClC=1C=C(C=CC1)C=1OC2=C(N1)C=CC(=C2)O (2-(3-chlorophenyl)-6-hydroxybenzoxazole). Isolated yield 16.5%. As a reaction SMILES: [Cl:1][C:2]1[CH:3]=[C:4]([CH:8]=[CH:9][CH:10]=1)[C:5](Cl)=[O:6].Cl.[NH2:12][C:13]1[CH:19]=[CH:18][C:16]([OH:17])=[CH:15][C:14]=1O.[OH-].[Na+].C1COCC1>C(O)C.O>[Cl:1][C:2]1[CH:3]=[C:4]([C:5]2[O:6][C:14]3[CH:15]=[C:16]([OH:17])[CH:18]=[CH:19][C:13]=3[N:12]=2)[CH:8]=[CH:9][CH:10]=1 |f:1.2,3.4|. Procedure: 4.5 ml (35.2 mmol) of 3-chlorobenzoyl chloride and 1.0 g (6.19 mmol) of 4-aminoresorcinol hydrochloride were introduced into a three-necked flask provided with a thermometer and a cooling condenser, and the mixture was heated at 170° to 235° C. for 1 hour, then the excessive acid chloride was removed by distillation. To the residue, 1.5 g (38.5 mmol) of NaOH, 20 ml of THF, 20 ml of water and 10 ml of ethanol were added, and the mixture was stirred at room temperature for about 2 hours. The react...